Dataset: the Open Reaction Database (ORD), a public repository of structured organic reaction records. Task: describe an organic reaction: reactants, conditions, products, and yield The reactants are Pt, C(CCCC=C)OC1=CC=C(C(=O)OC2=CC=C(C=C2)OCCCCCCCC)C=C1 (4-octyloxyphenyl 4-(5-hexenyloxy)benzoate), C[SiH](O[Si](C)(C)C)C (pentamethyldisiloxane). The reagents and catalysts are C1(C=CC=C1)[Pt](C1C=CC=C1)(Cl)Cl (dicyclopentadienylplatinum dichloride). The solvent is C1(=CC=CC=C1)C (toluene). Product: C[Si](O[Si](C)(C)C)(CCCCCCOC1=CC=C(C(=O)OC2=CC=C(C=C2)OCCCCCCCC)C=C1)C (4-octyloxyphenyl 4-(6-pentamethyldisiloxanylhexyloxy)benzoate). RXN SMILES: [CH2:1]([O:7][C:8]1[CH:31]=[CH:30][C:11]([C:12]([O:14][C:15]2[CH:20]=[CH:19][C:18]([O:21][CH2:22][CH2:23][CH2:24][CH2:25][CH2:26][CH2:27][CH2:28][CH3:29])=[CH:17][CH:16]=2)=[O:13])=[CH:10][CH:9]=1)[CH2:2][CH2:3][CH2:4][CH:5]=[CH2:6].[CH3:32][SiH:33]([CH3:39])[O:34][Si:35]([CH3:38])([CH3:37])[CH3:36]>C1(C)C=CC=CC=1.C1([Pt](Cl)(Cl)C2C=CC=C2)C=CC=C1>[CH3:32][Si:33]([CH3:39])([CH2:6][CH2:5][CH2:4][CH2:3][CH2:2][CH2:1][O:7][C:8]1[CH:31]=[CH:30][C:11]([C:12]([O:14][C:15]2[CH:16]=[CH:17][C:18]([O:21][CH2:22][CH2:23][CH2:24][CH2:25][CH2:26][CH2:27][CH2:28][CH3:29])=[CH:19][CH:20]=2)=[O:13])=[CH:10][CH:9]=1)[O:34][Si:35]([CH3:38])([CH3:37])[CH3:36]. Procedure details: 0.94 g (0.024 mmol of Pt) of 0.5% strength dicyclopentadienylplatinum dichloride solution (dichloromethane) was added to a solution of 20.0 g (47.2 mmol) of 4-octyloxyphenyl 4-(5-hexenyloxy)benzoate and 7.10 g (48.0 mmol) of pentamethyldisiloxane in 20.0 g of toluene, and the mixture was refluxed for 5 hours. After complete hydrosilylation of the olefin, the reaction mixture was flushed with nitrogen, and the toluene was removed by vacuum distillation on a rotary evaporator. The crude product wa... The reactants are C1(=CC=CC=C1)C=1C(OC2=CC=CC=C2C1O)=O (3-phenyl-4-hydroxy-coumarin), C(C)N(CCCl)CC (2-diethylamino-1-chlorethane), C([O-])([O-])=O.[K+].[K+] (potassium carbonate), [I-].[K+] (potassium iodide). Solvent: C(C(C)C)C(=O)C (methyl isobutyl ketone), C(C(C)C)C(=O)C (methyl isobutyl ketone). The product is C(C)N(CCOC1=C(C(OC2=CC=CC=C12)=O)C1=CC=CC=C1)CC (4-(2'-Diethylaminoethoxy)-3-phenyl-coumarin). Reaction SMILES: [C:1]1([C:7]2[C:8](=[O:18])[O:9][C:10]3[C:15]([C:16]=2[OH:17])=[CH:14][CH:13]=[CH:12][CH:11]=3)[CH:6]=[CH:5][CH:4]=[CH:3][CH:2]=1.C(=O)([O-])[O-].[K+].[K+].[I-].[K+].[CH2:27]([N:29]([CH2:33][CH3:34])[CH2:30][CH2:31]Cl)[CH3:28]>C(C(C)=O)C(C)C>[CH2:27]([N:29]([CH2:33][CH3:34])[CH2:30][CH2:31][O:17][C:16]1[C:15]2[C:10](=[CH:11][CH:12]=[CH:13][CH:14]=2)[O:9][C:8](=[O:18])[C:7]=1[C:1]1[CH:2]=[CH:3][CH:4]=[CH:5][CH:6]=1)[CH3:28] |f:1.2.3,4.5|. Procedure: 11.9 g. (0.05 mol) of 3-phenyl-4-hydroxy-coumarin, 8.3 g. (0.06 mol) of anhydrous potassium carbonate and 200 ml. of methyl isobutyl ketone are placed in a dry reactor. The mixture is brought while stirring for 1 hour to 70° C. 0.5 g. of potassium iodide is then added, followed by dropwise addition of a solution of 8.8 g. (0.065 mol) of 2-diethylamino-1-chlorethane in 20 ml. of methyl isobutyl ketone. As a reaction SMILES: [C:4](=[O:5])([CH3:6])[O:7][CH:8]1[CH2:9][CH:10]([c:16]2[cH:17][c:18]3[c:19]([n:20][c:21](-[c:23]4[n:24][cH:25][cH:26][cH:27][cH:28]4)[nH:22]3)[cH:29][c:30]2[O:31][c:32]2[cH:33][cH:34][c:35]([S:38](=[O:39])(=[O:40])[CH3:41])[cH:36][cH:37]2)[N:11]([C:13]([CH3:14])=[O:15])[CH2:12]1.[CH3:1][O-:2].[CH3:42][OH:43].[Na+:3]>>[OH:7][CH:8]1[CH2:9][CH:10]([c:16]2[cH:17][c:18]3[c:19]([n:20][c:21](-[c:23]4[n:24][cH:25][cH:26][cH:27][cH:28]4)[nH:22]3)[cH:29][c:30]2[O:31][c:32]2[cH:33][cH:34][c:35]([S:38](=[O:39])(=[O:40])[CH3:41])[cH:36][cH:37]2)[N:11]([C:13]([CH3:14])=[O:15])[CH2:12]1. The product is CC(=O)N1CC(O)CC1c1cc2[nH]c(-c3ccccn3)nc2cc1Oc1ccc(S(C)(=O)=O)cc1. Reactants: CC(=O)OC1CC(c2cc3[nH]c(-c4ccccn4)nc3cc2Oc2ccc(S(C)(=O)=O)cc2)N(C(C)=O)C1, C[O-], CO, [Na+]. The reactants are C(C1=CC=CC=C1)(=O)Cl (benzoyl chloride), [OH-].[Na+] (sodium hydroxide), Cl.N[C@H]1[C@@H](CC2=C(C=CC(=C2C1)OC)OC)O (trans-3-amino-1,2,3,4-tetrahydro-5,8-dimethoxy-2-naphthalenol, hydrochloride). Solvent: C1=CC=CC=C1 (benzene), O (water), O (water). Conditions: time 2 hour. Product: C(C1=CC=CC=C1)(=O)N[C@H]1[C@@H](CC2=C(C=CC(=C2C1)OC)OC)O (trans-3-Benzamido-1,2,3,4-tetrahydro-5,8-dimethoxy-2-naphthalenol). The yield is 84.3%. RXN SMILES: Cl.[NH2:2][C@@H:3]1[CH2:12][C:11]2[C:6](=[C:7]([O:15][CH3:16])[CH:8]=[CH:9][C:10]=2[O:13][CH3:14])[CH2:5][C@H:4]1[OH:17].[C:18](Cl)(=[O:25])[C:19]1[CH:24]=[CH:23][CH:22]=[CH:21][CH:20]=1.[OH-].[Na+]>O.C1C=CC=CC=1>[C:18]([NH:2][C@@H:3]1[CH2:12][C:11]2[C:6](=[C:7]([O:15][CH3:16])[CH:8]=[CH:9][C:10]=2[O:13][CH3:14])[CH2:5][C@H:4]1[OH:17])(=[O:25])[C:19]1[CH:24]=[CH:23][CH:22]=[CH:21][CH:20]=1 |f:0.1,3.4|. Procedure: A solution of 74.8 g of trans-3-amino-1,2,3,4-tetrahydro-5,8-dimethoxy-2-naphthalenol, hydrochloride in 2 liters of water is cooled in an ice bath and a solution of 40 g of benzoyl chloride in 300 ml of benzene is added. While stirring vigorously a solution of 23 g of sodium hydroxide in 100 ml of water is added dropwise at 0°-5° C over a period of 30 minutes. Semi-solid material begins adhering to the sides of the flask almost immediately. The mixture is stirred at 0°-5° C for an additional 2 h... Reactants: CS(=O)(=O)O, C1COCCO1, O, O=C(O)CC(c1ccccc1)c1c[nH]c2cc(OCCCNc3ccccn3)ccc12. Product: CS(=O)(=O)O, O=C(O)CC(c1ccccc1)c1c[nH]c2cc(OCCCNc3ccccn3)ccc12. RXN SMILES: [CH3:32][S:33]([OH:34])(=[O:35])=[O:36].[O:37]1[CH2:38][CH2:39][O:40][CH2:41][CH2:42]1.[OH2:43].[c:1]1([CH:7]([CH2:8][C:9](=[O:10])[OH:11])[c:12]2[cH:13][nH:14][c:15]3[cH:16][c:17]([O:21][CH2:22][CH2:23][CH2:24][NH:25][c:26]4[n:27][cH:28][cH:29][cH:30][cH:31]4)[cH:18][cH:19][c:20]23)[cH:2][cH:3][cH:4][cH:5][cH:6]1>>[CH3:32][S:33](=[O:34])(=[O:35])[OH:36].[c:1]1([CH:7]([CH2:8][C:9](=[O:10])[OH:11])[c:12]2[cH:13][nH:14][c:15]3[cH:16][c:17]([O:21][CH2:22][CH2:23][CH2:24][NH:25][c:26]4[n:27][cH:28][cH:29][cH:30][cH:31]4)[cH:18][cH:19][c:20]23)[cH:2][cH:3][cH:4][cH:5][cH:6]1.